From a dataset of the Open Reaction Database (ORD), a public repository of structured organic reaction records. describe an organic reaction: reactants, conditions, products, and yield Starting materials: S1CCNC2=C1C=CC=C2 (3,4-dihydro-2H-1,4-benzothiazine), N(=O)[O-].[Na+] (sodium nitrite). The solvent is C(C)(=O)O (acetic acid), O (water), O (water). Reaction conditions: time 1.5 hour. The product is N(=O)N1CCSC2=C1C=CC=C2 (4-nitroso-3,4-dihydro-2H-1,4-benzothiazine). Isolated yield 101.1%. RXN SMILES: [S:1]1[C:6]2[CH:7]=[CH:8][CH:9]=[CH:10][C:5]=2[NH:4][CH2:3][CH2:2]1.[N:11]([O-])=[O:12].[Na+]>C(O)(=O)C.O>[N:11]([N:4]1[C:5]2[CH:10]=[CH:9][CH:8]=[CH:7][C:6]=2[S:1][CH2:2][CH2:3]1)=[O:12] |f:1.2|. Reported procedure: To a solution of 3,4-dihydro-2H-1,4-benzothiazine (50.0 g, 330.8 mmol) in acetic acid (170 mL.), cooled at −10° C. in an ice/acetone bath, was added sodium nitrite (27.4 g, 397.1 mmol) in 75 mL of water over 35 min. After the addition, the mixture was warmed to room temperature and stirred for additional 1.5 hours. Cold water (150 mL) was added and the resulting mixture was extracted with dichloromethane (4×250 mL). The combined organic extracts were washed with water and brine, dried over anhyd... Starting materials: ClC=1N=C(C2=C(N1)C(=CS2)C)Cl (2,4-dichloro-7-methylthieno[3,2-d]pyrimidine), C1(CC1)N (cyclopropylamine), ice water. The solvent is CN(C)C=O (DMF). Run at temperature 0 celsius, time 1 hour. The product is ClC=1N=C(C2=C(N1)C(=CS2)C)NC2CC2 (2-Chloro-4-cyclopropylamino-7-methylthieno[3,2-d]pyrimidine). Yield: 101.7%. As a reaction SMILES: [Cl:1][C:2]1[N:3]=[C:4](Cl)[C:5]2[S:10][CH:9]=[C:8]([CH3:11])[C:6]=2[N:7]=1.[CH:13]1([NH2:16])[CH2:15][CH2:14]1>CN(C=O)C>[Cl:1][C:2]1[N:3]=[C:4]([NH:16][CH:13]2[CH2:15][CH2:14]2)[C:5]2[S:10][CH:9]=[C:8]([CH3:11])[C:6]=2[N:7]=1. Reported procedure: In DMF was dissolved 700 mg (3.2 mmol) of 2,4-dichloro-7-methylthieno[3,2-d]pyrimidine, and then an aqueous solution of 428 mg (7.5 mmol) of cyclopropylamine was added dropwise to the resulting solution under ice cooling over 5 minutes. The reaction mixture was stirred at 0° C. for one hour and then allowed to resume room temperature, followed by stirring for one hour. After completion of the reaction, ice water was added to the reaction mixture, followed by extraction with ethyl acetate (50 ml×... Starting materials: C1(CCCC1)N1CCN(CC1)C(=O)C=1C=C2C=C(NC2=CC1)C(=O)N1CCC(CC1)(F)F ([5-(4-Cyclopentyl-piperazine-1-carbonyl)-1H-indol-2-yl]-(4,4-difluoro-piperidin-1-yl)-methanone), ClC1=CC=C(C=C1)B(O)O (4-chlorphenylboronic acid), N1=CC=CC=C1 (pyridine). Reagents/catalysts: C(C)(=O)[O-].[Cu+2].C(C)(=O)[O-] (copper(II) acetate). Run in ClCCl (dichloromethane). The product is ClC1=CC=C(C=C1)N1C(=CC2=CC(=CC=C12)C(=O)N1CCN(CC1)C1CCCC1)C(=O)N1CCC(CC1)(F)F ([1-(4-Chloro-phenyl)-5-(4-cyclopentyl-piperazine-1-carbonyl)-1H-indol-2-yl]-(4,4-difluoro-piperidin-1-yl)-methanone). The yield is 23.0%. Reaction SMILES: [CH:1]1([N:6]2[CH2:11][CH2:10][N:9]([C:12]([C:14]3[CH:15]=[C:16]4[C:20](=[CH:21][CH:22]=3)[NH:19][C:18]([C:23]([N:25]3[CH2:30][CH2:29][C:28]([F:32])([F:31])[CH2:27][CH2:26]3)=[O:24])=[CH:17]4)=[O:13])[CH2:8][CH2:7]2)[CH2:5][CH2:4][CH2:3][CH2:2]1.[Cl:33][C:34]1[CH:39]=[CH:38][C:37](B(O)O)=[CH:36][CH:35]=1.N1C=CC=CC=1>ClCCl.C([O-])(=O)C.[Cu+2].C([O-])(=O)C>[Cl:33][C:34]1[CH:39]=[CH:38][C:37]([N:19]2[C:20]3[C:16](=[CH:15][C:14]([C:12]([N:9]4[CH2:8][CH2:7][N:6]([CH:1]5[CH2:5][CH2:4][CH2:3][CH2:2]5)[CH2:11][CH2:10]4)=[O:13])=[CH:22][CH:21]=3)[CH:17]=[C:18]2[C:23]([N:25]2[CH2:26][CH2:27][C:28]([F:31])([F:32])[CH2:29][CH2:30]2)=[O:24])=[CH:36][CH:35]=1 |f:4.5.6|. Procedure details: The title compound was synthesized in analogy to example 66, from [5-(4-cyclopentyl-piperazine-1-carbonyl)-1H-indol-2-yl]-(4,4-difluoro-piperidin-1-yl)-methanone (example 8), 4-chlorphenylboronic acid, copper(II) acetate and pyridine in dichloromethane, to give the desired product as a white solid (23%). The reactants are BrCCCCCCc1ccc(OCc2ccccc2)c(OCc2ccccc2)c1, O=C([O-])[O-], CCOC(=O)C(C)c1ccc2cc(O)ccc2c1, CN(C)C=O, [I-], [K+], [K+], [Na+]. Product: CCOC(=O)C(C)c1ccc2cc(OCCCCCCc3ccc(OCc4ccccc4)c(OCc4ccccc4)c3)ccc2c1. RXN SMILES: [Br:1][CH2:2][CH2:3][CH2:4][CH2:5][CH2:6][CH2:7][c:8]1[cH:9][c:10]([O:22][CH2:23][c:24]2[cH:25][cH:26][cH:27][cH:28][cH:29]2)[c:11]([O:14][CH2:15][c:16]2[cH:17][cH:18][cH:19][cH:20][cH:21]2)[cH:12][cH:13]1.[C:50](=[O:51])([O-:52])[O-:53].[CH2:30]([CH3:31])[O:32][C:33]([CH:34]([c:35]1[cH:36][c:37]2[cH:38][cH:39][c:40]([OH:45])[cH:41][c:42]2[cH:43][cH:44]1)[CH3:46])=[O:47].[CH3:56][N:57]([CH3:58])[CH:59]=[O:60].[I-:49].[K+:54].[K+:55].[Na+:48]>>[CH2:2]([CH2:3][CH2:4][CH2:5][CH2:6][CH2:7][c:8]1[cH:9][c:10]([O:22][CH2:23][c:24]2[cH:25][cH:26][cH:27][cH:28][cH:29]2)[c:11]([O:14][CH2:15][c:16]2[cH:17][cH:18][cH:19][cH:20][cH:21]2)[cH:12][cH:13]1)[O:45][c:40]1[cH:39][cH:38][c:37]2[cH:36][c:35]([CH:34]([C:33]([O:32][CH2:30][CH3:31])=[O:47])[CH3:46])[cH:44][cH:43][c:42]2[cH:41]1. Starting materials: O=C([O-])[O-], O=C([O-])[O-], O=C(OCc1ccccc1)c1ccccc1Oc1ccc(CBr)cc1, CS(C)=O, CC#N, [Cs+], [Cs+], [K+], [K+], COc1cc(C(=O)CC(=O)CCc2ccccc2)cc(OC)c1OC. Product: COc1cc(C(=O)C(Cc2ccc(Oc3ccccc3C(=O)OCc3ccccc3)cc2)C(=O)CCc2ccccc2)cc(OC)c1OC. Reaction SMILES: [C:51](=[O:52])([O-:53])[O-:54].[C:57](=[O:58])([O-:59])[O-:60].[CH2:26]([c:27]1[cH:28][cH:29][cH:30][cH:31][cH:32]1)[O:33][C:34]([c:35]1[c:36]([O:41][c:42]2[cH:43][cH:44][c:45]([CH2:48][Br:49])[cH:46][cH:47]2)[cH:37][cH:38][cH:39][cH:40]1)=[O:50].[CH3:63][S:64]([CH3:65])=[O:66].[CH3:67][C:68]#[N:69].[Cs+:61].[Cs+:62].[K+:55].[K+:56].[c:1]1([CH2:7][CH2:8][C:9]([CH2:10][C:11](=[O:12])[c:13]2[cH:14][c:15]([O:23][CH3:24])[c:16]([O:21][CH3:22])[c:17]([O:19][CH3:20])[cH:18]2)=[O:25])[cH:2][cH:3][cH:4][cH:5][cH:6]1>>[c:1]1([CH2:7][CH2:8][C:9]([CH:10]([C:11](=[O:12])[c:13]2[cH:14][c:15]([O:23][CH3:24])[c:16]([O:21][CH3:22])[c:17]([O:19][CH3:20])[cH:18]2)[CH2:48][c:45]2[cH:44][cH:43][c:42]([O:41][c:36]3[c:35]([C:34]([O:33][CH2:26][c:27]4[cH:28][cH:29][cH:30][cH:31][cH:32]4)=[O:50])[cH:40][cH:39][cH:38][cH:37]3)[cH:47][cH:46]2)=[O:25])[cH:2][cH:3][cH:4][cH:5][cH:6]1.